From a dataset of the Open Reaction Database (ORD), a public repository of structured organic reaction records. describe an organic reaction: reactants, conditions, products, and yield Starting materials: CCC(CC)Nc1cc(C)nc(Oc2c(C)cc(Br)cc2C)c1C, C1CCOC1, CC(C)=O. Yields the product CCC(CC)Nc1cc(C)nc(Oc2c(C)cc(C(C)(C)O)cc2C)c1C. Reaction SMILES: [Br:1][c:2]1[cH:3][c:4]([CH3:24])[c:5]([O:6][c:7]2[n:8][c:9]([CH3:20])[cH:10][c:11]([NH:14][CH:15]([CH2:16][CH3:17])[CH2:18][CH3:19])[c:12]2[CH3:13])[c:21]([CH3:23])[cH:22]1.[CH2:29]1[O:30][CH2:31][CH2:32][CH2:33]1.[CH3:25][C:26]([CH3:27])=[O:28]>>[c:2]1([C:26]([CH3:25])([CH3:27])[OH:28])[cH:3][c:4]([CH3:24])[c:5]([O:6][c:7]2[n:8][c:9]([CH3:20])[cH:10][c:11]([NH:14][CH:15]([CH2:16][CH3:17])[CH2:18][CH3:19])[c:12]2[CH3:13])[c:21]([CH3:23])[cH:22]1. Reactants: BrC=1C=CC(=NC1)NN (5-bromo-2-hydrazinylpyridine), FC(C(=O)OC)(COC)F (methyl 2,2-difluoro-3-methoxypropanoate). The solvent is C1(=CC=CC=C1)C (toluene). Yields the product BrC=1C=CC(=NC1)NNC(C(COC)(F)F)=O (N′-(5-bromopyridin-2-yl)-2,2-difluoro-3-methoxypropanehydrazide). As a reaction SMILES: [Br:1][C:2]1[CH:3]=[CH:4][C:5]([NH:8][NH2:9])=[N:6][CH:7]=1.[F:10][C:11]([F:19])([CH2:16][O:17][CH3:18])[C:12](OC)=[O:13]>C1(C)C=CC=CC=1>[Br:1][C:2]1[CH:3]=[CH:4][C:5]([NH:8][NH:9][C:12](=[O:13])[C:11]([F:19])([F:10])[CH2:16][O:17][CH3:18])=[N:6][CH:7]=1. Procedure: (5-bromo-2-hydrazinylpyridine (1.83 g, 9.73 mmol) and methyl 2,2-difluoro-3-methoxypropanoate (1.00 g, 6.49 mmol) were refluxed in toluene (35 mL) overnight. The reaction mixture was concentrated and purified by chromatography (EtOAc: hexanes=1:4) to give N′-(5-bromopyridin-2-yl)-2,2-difluoro-3-methoxypropanehydrazide. Starting materials: FC1=CC=C(C=C1)C1=C(C=C(S1)N)C1=CC=C(C=C1)S(=O)(=O)C (5-(4-fluorophenyl)-4-[4-(methylsulfonyl)phenyl]-2-thiophenamine), CS(=O)(=O)Cl (methanesulfonyl chloride). The solvent is N1=CC=CC=C1 (pyridine). Run at time 8 hour. Product: FC1=CC=C(C=C1)C1=C(C=C(S1)NS(=O)(=O)C)C1=CC=C(C=C1)S(=O)(=O)C (N-{5-(4-fluorophenyl)-4-[4-(methylsulfonyl)phenyl]-2-thienyl}methanesulfonamide). As a reaction SMILES: [F:1][C:2]1[CH:7]=[CH:6][C:5]([C:8]2[S:12][C:11]([NH2:13])=[CH:10][C:9]=2[C:14]2[CH:19]=[CH:18][C:17]([S:20]([CH3:23])(=[O:22])=[O:21])=[CH:16][CH:15]=2)=[CH:4][CH:3]=1.[CH3:24][S:25](Cl)(=[O:27])=[O:26]>N1C=CC=CC=1>[F:1][C:2]1[CH:3]=[CH:4][C:5]([C:8]2[S:12][C:11]([NH:13][S:25]([CH3:24])(=[O:27])=[O:26])=[CH:10][C:9]=2[C:14]2[CH:19]=[CH:18][C:17]([S:20]([CH3:23])(=[O:22])=[O:21])=[CH:16][CH:15]=2)=[CH:6][CH:7]=1. Procedure: A mixture of 5-(4-fluorophenyl)-4-[4-(methylsulfonyl)phenyl]-2-thiophenamine (1.0 g) and methanesulfonyl chloride (0.27 ml) in pyridine (10 ml) was stirred overnight. Pyridine was evaporated, and the residue was dissolved in ethyl acetate, washed with water, dried and concentrated. The residue was dissolved in tetrahydrofuran (10 ml) and treated with 4N sodium hydroxide (1.8 ml) for 2 hours. Ethyl acetate and water were added and the mixture was separated. The aqueous layer was acidified and ext... The reactants are OC1=CC=C(C(=O)N(C2=C(C=CC(=C2)OC)C2CC=3C=CC(=CC3CC2)OC(C(C)(C)C)=O)C(C)C)C=C1 (pivalic acid 6-{2-[(4-hydroxybenzoyl)isopropylamino]-4-methoxyphenyl}-5,6,7,8-tetrahydronaphthalen-2-yl ester), ClCC(=O)N1CCOCC1 (2-chloro-1-morpholin-4-ylethanone). Yields the product C(C)(C)N(C1=C(C=CC(=C1)OC)C1CC=2C=CC(=CC2CC1)O)CC1=CC=C(C=C1)OCCN1CCOCC1 (6-{2-{Isopropyl[4-(2-morpholin-4-ylethoxy)benzyl]amino}-4-methoxyphenyl}-5,6,7,8-tetrahydronaphthalen-2-ol). The yield is 71.3%. RXN SMILES: [OH:1][C:2]1[CH:38]=[CH:37][C:5]([C:6]([N:8]([CH:34]([CH3:36])[CH3:35])[C:9]2[CH:14]=[C:13]([O:15][CH3:16])[CH:12]=[CH:11][C:10]=2[CH:17]2[CH2:26][CH2:25][C:24]3[CH:23]=[C:22]([O:27]C(=O)C(C)(C)C)[CH:21]=[CH:20][C:19]=3[CH2:18]2)=O)=[CH:4][CH:3]=1.Cl[CH2:40][C:41]([N:43]1[CH2:48][CH2:47][O:46][CH2:45][CH2:44]1)=O>>[CH:34]([N:8]([CH2:6][C:5]1[CH:4]=[CH:3][C:2]([O:1][CH2:40][CH2:41][N:43]2[CH2:48][CH2:47][O:46][CH2:45][CH2:44]2)=[CH:38][CH:37]=1)[C:9]1[CH:14]=[C:13]([O:15][CH3:16])[CH:12]=[CH:11][C:10]=1[CH:17]1[CH2:26][CH2:25][C:24]2[CH:23]=[C:22]([OH:27])[CH:21]=[CH:20][C:19]=2[CH2:18]1)([CH3:36])[CH3:35]. Procedure: Synthesized from pivalic acid 6-{2-[(4-hydroxybenzoyl)isopropylamino]-4-methoxyphenyl}-5,6,7,8-tetrahydronaphthalen-2-yl ester (30 mg) and 2-chloro-1-morpholin-4-ylethanone (19 mg) according to an analogous synthetic method to Example 404 and purified by LC-MS, the title compound (22 mg) was obtained. The yield is 27.3%. RXN SMILES: Cl.Cl.[NH2:3][C:4]1[C:19]([Cl:20])=[CH:18][C:7]([C:8]([NH:10][CH2:11][CH:12]2[CH2:17][CH2:16][NH:15][CH2:14][CH2:13]2)=[O:9])=[C:6]([O:21][CH3:22])[CH:5]=1.[C:23]1([S:29][CH2:30][CH2:31][CH2:32][CH2:33][CH2:34]Br)[CH:28]=[CH:27][CH:26]=[CH:25][CH:24]=1>>[NH2:3][C:4]1[C:19]([Cl:20])=[CH:18][C:7]([C:8]([NH:10][CH2:11][CH:12]2[CH2:13][CH2:14][N:15]([CH2:34][CH2:33][CH2:32][CH2:31][CH2:30][S:29][C:23]3[CH:28]=[CH:27][CH:26]=[CH:25][CH:24]=3)[CH2:16][CH2:17]2)=[O:9])=[C:6]([O:21][CH3:22])[CH:5]=1 |f:0.1.2|. Reported procedure: 4-Amino-5-chloro-2-methoxy-N-(piperidin-4-ylmethyl)benzamide dihydrochloride (2.00 g) as starting compound and 5-phenylthiopentyl bromide (1.54 g) were reacted and treated in the same manner as in Example 168 to give 0.70 g of 4-amino-5-chloro-2-methoxy-N-((1-(5-phenylthiopentyl)piperidin-4-yl)methyl)benzamide. Yields the product NC1=CC(=C(C(=O)NCC2CCN(CC2)CCCCCSC2=CC=CC=C2)C=C1Cl)OC (4-amino-5-chloro-2-methoxy-N-((1-(5-phenylthiopentyl)piperidin-4-yl)methyl)benzamide). Starting materials: Cl.Cl.NC1=CC(=C(C(=O)NCC2CCNCC2)C=C1Cl)OC (4-Amino-5-chloro-2-methoxy-N-(piperidin-4-ylmethyl)benzamide dihydrochloride), C1(=CC=CC=C1)SCCCCCBr (5-phenylthiopentyl bromide). Reactants: C1CCOC1, CCOC(=O)CP(=O)(OCC)OCC, COc1ccc(C=CC=O)c(Cl)c1, [H-], [Na+]. Yields the product CCOC(=O)C=CC=Cc1ccc(OC)cc1Cl. As a reaction SMILES: [CH2:30]1[O:31][CH2:32][CH2:33][CH2:34]1.[CH3:3][CH2:4][O:5][C:6](=[O:7])[CH2:8][P:9]([O:10][CH2:11][CH3:12])([O:13][CH2:14][CH3:15])=[O:16].[Cl:17][c:18]1[c:19]([CH:26]=[CH:27][CH:28]=[O:29])[cH:20][cH:21][c:22]([O:24][CH3:25])[cH:23]1.[H-:2].[Na+:1]>>[CH3:3][CH2:4][O:5][C:6](=[O:7])[CH:8]=[CH:28][CH:27]=[CH:26][c:19]1[c:18]([Cl:17])[cH:23][c:22]([O:24][CH3:25])[cH:21][cH:20]1.